This data is from the Open Reaction Database (ORD), a public repository of structured organic reaction records. The task is: describe an organic reaction: reactants, conditions, products, and yield Starting materials: CCO, COC(=O)C(C)=P(c1ccccc1)(c1ccccc1)c1ccccc1, O=Cc1c[nH]cn1. Yields the product O=P(c1ccccc1)(c1ccccc1)c1ccccc1. As a reaction SMILES: [CH3:33][CH2:34][OH:35].[c:1]1([P:7](=[C:8]([CH3:9])[C:10]([O:11][CH3:12])=[O:13])([c:14]2[cH:15][cH:16][cH:17][cH:18][cH:19]2)[c:20]2[cH:21][cH:22][cH:23][cH:24][cH:25]2)[cH:2][cH:3][cH:4][cH:5][cH:6]1.[nH:26]1[cH:27][c:28]([CH:29]=[O:32])[n:30][cH:31]1>>[c:1]1([P:7]([c:14]2[cH:15][cH:16][cH:17][cH:18][cH:19]2)([c:20]2[cH:21][cH:22][cH:23][cH:24][cH:25]2)=[O:32])[cH:2][cH:3][cH:4][cH:5][cH:6]1. Reactants: Br (Hydrogen bromide), ClC=1C=C(C(CC(C#N)C#N)=O)C=CC1Cl ((3,4-dichlorophenacyl)malononitrile), ice water. Run in CCOCC (ether), C(Cl)(Cl)Cl (chloroform). The product is BrC=1NC(=CC1C#N)C1=CC(=C(C=C1)Cl)Cl (2-Bromo-5-(3,4-dichlorophenyl)pyrrole-3-carbonitrile). Isolated yield 24.0%. Reaction SMILES: [BrH:1].[Cl:2][C:3]1[CH:4]=[C:5]([CH:14]=[CH:15][C:16]=1[Cl:17])[C:6](=O)[CH2:7][CH:8]([C:11]#[N:12])[C:9]#[N:10]>CCOCC.C(Cl)(Cl)Cl>[Br:1][C:9]1[NH:10][C:6]([C:5]2[CH:14]=[CH:15][C:16]([Cl:17])=[C:3]([Cl:2])[CH:4]=2)=[CH:7][C:8]=1[C:11]#[N:12]. Procedure: Hydrogen bromide gas is bubbled through a mixture of (3,4-dichlorophenacyl)malononitrile (10.0 g, 0.0395 mol) in ether (150 mL) and chloroform (100 mL) at a moderate rate, keeping the reaction mixture temperature below 35°-40° C. After ten minutes, TLC shows the reaction is complete by UV analysis. The reaction mixture is poured into an ice-water mixture, the layers are separated and the aqueous layer is extracted with ether. The combined organic layer and ether extracts are dried and concentrat... Starting materials: BrCCCN1C(C=2C(C1=O)=CC=CC2)=O (N-(3-bromopropyl)phthalimide), Cl (hydrochloric acid), C1=C(C=CC=2OC3=C(C21)C=CC=C3)C(C(CC(=O)O)(F)F)=O (4-dibenzofuran-2-yl-3,3-difluoro-4-oxo-butyric acid), C(C)(C)[N-]C(C)C.[Li+] (lithium diisopropylamide). Run in O1CCCC1 (tetrahydrofuran), O1CCCC1 (tetrahydrofuran). Run at temperature -78 celsius, time 30 minute. Product: C1=C(C=CC=2OC3=C(C21)C=CC=C3)C(C(F)(F)C(C(=O)O)CCCN3C(C2=CC=CC=C2C3=O)=O)=O (2-(2-Dibenzofuran-2-yl-1,1-difluoro-2-oxo-ethyl)-5-(1,3-dioxo-1,3-dihydro-isoindol-2-yl)-pentanoic acid). RXN SMILES: [CH:1]1[C:9]2[C:8]3[CH:10]=[CH:11][CH:12]=[CH:13][C:7]=3[O:6][C:5]=2[CH:4]=[CH:3][C:2]=1[C:14](=[O:22])[C:15]([F:21])([F:20])[CH2:16][C:17]([OH:19])=[O:18].C([N-]C(C)C)(C)C.[Li+].Br[CH2:32][CH2:33][CH2:34][N:35]1[C:39](=[O:40])[C:38]2=[CH:41][CH:42]=[CH:43][CH:44]=[C:37]2[C:36]1=[O:45].Cl>O1CCCC1>[CH:1]1[C:9]2[C:8]3[CH:10]=[CH:11][CH:12]=[CH:13][C:7]=3[O:6][C:5]=2[CH:4]=[CH:3][C:2]=1[C:14](=[O:22])[C:15]([CH:16]([CH2:32][CH2:33][CH2:34][N:35]1[C:39](=[O:40])[C:38]2[C:37](=[CH:44][CH:43]=[CH:42][CH:41]=2)[C:36]1=[O:45])[C:17]([OH:19])=[O:18])([F:21])[F:20] |f:1.2|. Procedure details: To a solution of 4-dibenzofuran-2-yl-3,3-difluoro-4-oxo-butyric acid (1 equivalent, Example 1) in tetrahydrofuran cooled to -78° C. is added dropwise two equivalents of lithium diisopropylamide. The solution is stirred for 30 minutes at -78° C. followed by the dropwise addition of a solution of N-(3-bromopropyl)phthalimide (1 equivalent) in tetrahydrofuran. The reaction mixture gradually warms to 0° C., at which time aqueous hydrochloric acid (HCl) (1 M) is added. The product is partitioned betw... Reactants: resultant mixture, ClC1=C(C=C(C=C1)N1CCN(CC1)C(CN1N=C(C=2C1=NC=C(C2)Cl)I)=O)OC (1-[4-(4-chloro-3-methoxy-phenyl)-piperazin-1-yl]-2-(3-iodo-5-chloro-pyrazolo[3,4-b]pyridine-1-yl)-ethanone), solution, C(C)(C)[Mg]Cl (isopropyl magnesium chloride), [Cl-].[NH4+] (ammonium chloride). Run in C1CCOC1 (THF), CCOC(=O)C (EtOAc), ClCCl (dichloromethane). The product is ClC1=C(C=C(C=C1)N1CCN(CC1)C(CN1N=CC=2C1=NC=C(C2)Cl)=O)OC (1-[4-(4-chloro-3-methoxy-phenyl)-piperazin-1-yl]-2-(5-chloro-pyrazolo[3,4-b]pyridine-1-yl)-ethanone). The yield is 32.2%. Reaction SMILES: [Cl:1][C:2]1[CH:7]=[CH:6][C:5]([N:8]2[CH2:13][CH2:12][N:11]([C:14](=[O:27])[CH2:15][N:16]3[C:20]4=[N:21][CH:22]=[C:23]([Cl:25])[CH:24]=[C:19]4[C:18](I)=[N:17]3)[CH2:10][CH2:9]2)=[CH:4][C:3]=1[O:28][CH3:29].C([Mg]Cl)(C)C.[Cl-].[NH4+]>ClCCl.C1COCC1.CCOC(C)=O>[Cl:1][C:2]1[CH:7]=[CH:6][C:5]([N:8]2[CH2:9][CH2:10][N:11]([C:14](=[O:27])[CH2:15][N:16]3[C:20]4=[N:21][CH:22]=[C:23]([Cl:25])[CH:24]=[C:19]4[CH:18]=[N:17]3)[CH2:12][CH2:13]2)=[CH:4][C:3]=1[O:28][CH3:29] |f:2.3|. Procedure details: To a solution of 1-[4-(4-chloro-3-methoxy-phenyl)-piperazin-1-yl]-2-(3-iodo-5-chloro-pyrazolo[3,4-b]pyridine-1-yl)-ethanone (0.037 mmol, 1 eq.) in 1.5 mL of dichloromethane under a nitrogen atmosphere cooled to −40° C., was added dropwise, 30 μl of 2.0 M solution of isopropyl magnesium chloride (0.056 mmol, 1.5 eq.) in THF. The resultant mixture was for 30 minutes at −40° C. followed by dropwise addition of an ammonium chloride aqueous (aq) solution at low temperature. The reaction solution was ... The reactants are NC=1C=C(OCCN2CCN(CC2)C(=O)OC(C)(C)C)C=CC1N (tert-butyl 4-(2-(3,4-diaminophenoxy)ethyl)piperazine-1-carboxylate), O (water), [Br].N#CC#N (cyanogen bromine). Solvent: C(C)(=O)O (acetic acid). Run at time 15 minute. The product is NC1=NC2=C(N1)C=CC(=C2)OCCN2CCN(CC2)C(=O)OC(C)(C)C (tert-butyl 4-(2-(2-amino-1H-benzo[d]imidazol-5-yloxy)ethyl)piperazine-1-carboxylate). The yield is 103.6%. RXN SMILES: [NH2:1][C:2]1[CH:3]=[C:4]([CH:21]=[CH:22][C:23]=1[NH2:24])[O:5][CH2:6][CH2:7][N:8]1[CH2:13][CH2:12][N:11]([C:14]([O:16][C:17]([CH3:20])([CH3:19])[CH3:18])=[O:15])[CH2:10][CH2:9]1.O.[Br].[N:27]#[C:28]C#N>C(O)(=O)C>[NH2:27][C:28]1[NH:24][C:23]2[CH:22]=[CH:21][C:4]([O:5][CH2:6][CH2:7][N:8]3[CH2:13][CH2:12][N:11]([C:14]([O:16][C:17]([CH3:20])([CH3:19])[CH3:18])=[O:15])[CH2:10][CH2:9]3)=[CH:3][C:2]=2[N:1]=1 |f:2.3,^1:25|. Procedure details: A 100 mL flasked was charged of tert-butyl 4-(2-(3,4-diaminophenoxy)ethyl)piperazine-1-carboxylate (1.53 g, 4.54 mmol), water (50 mL) and acetic acid (2 mL) and stirred at room temperature for 15 minutes. The reaction mixture was placed in an ice bath and then charged with cyanogen bromine (0.526 g, 5 mmol) and continued to stir at 0° C. The reaction temperature was allowed to warm to room temperature and it was stirred over night. The reaction was completed as determined by LCMS. The reaction m...